Dataset: the Open Reaction Database (ORD), a public repository of structured organic reaction records. Task: describe an organic reaction: reactants, conditions, products, and yield Reactants: C1(=CC=CC=C1)C1(C=CC(C2CN(CC12)C(=O)OC=C)=O)C1=CC=CC=C1 (7,7-Diphenyl-2-vinyloxycarbonyl-2,3,3a,4,7,7a-hexahydro-1H-isoindol-4-one), solution, Cl (hydrogen chloride). Run in O1CCOCC1 (dioxane). Product: Cl.C1(=CC=CC=C1)C1(C=CC(C2CNCC12)=O)C1=CC=CC=C1 (7,7-Diphenyl-2,3,3a,4,7,7a-hexahydro-1H-isoindol-4-one hydrochloride). As a reaction SMILES: [C:1]1([C:7]2([C:22]3[CH:27]=[CH:26][CH:25]=[CH:24][CH:23]=3)[CH:15]3[CH:11]([CH2:12][N:13](C(OC=C)=O)[CH2:14]3)[C:10](=[O:21])[CH:9]=[CH:8]2)[CH:6]=[CH:5][CH:4]=[CH:3][CH:2]=1.[ClH:28]>O1CCOCC1>[ClH:28].[C:22]1([C:7]2([C:1]3[CH:6]=[CH:5][CH:4]=[CH:3][CH:2]=3)[CH:15]3[CH:11]([CH2:12][NH:13][CH2:14]3)[C:10](=[O:21])[CH:9]=[CH:8]2)[CH:23]=[CH:24][CH:25]=[CH:26][CH:27]=1 |f:3.4|. Procedure: 7,7-Diphenyl-2-vinyloxycarbonyl-2,3,3a,4,7,7a-hexahydro-1H-isoindol-4-one (2.6 g) is stirred in a 3N solution (30 cc) of hydrogen chloride in dioxane at room temperature for 30 minutes; the mixture is concentrated to dryness under reduced pressure (2.7 kPa). The residue is taken up with ethanol (50 cc) and heated to reflux for 30 minutes; the mixture is concentrated to dryness under reduced pressure (2.7 kPa). The residue is crystallized in ethyl ether (20 cc); the crystals obtained are drained ...